From a dataset of the Open Reaction Database (ORD), a public repository of structured organic reaction records. describe an organic reaction: reactants, conditions, products, and yield Reactants: ClC1=CC2=CN(N=C2C(=C1)C(C)O)C1CC1 ((±)-1-(5-Chloro-2-cyclopropyl-2H-indazol-7-yl)ethanol), N12CCCCCC2=NCCC1 (1,8-diazabicyclo(5.4.0)undec-7-ene), ClC(C#N)(Cl)Cl (trichloroacetonitrile), crude product, C(C)OCC (diethyl ether). Run in C(Cl)Cl (methylene chloride). Run at temperature 0 celsius, time 10 minute. Yields the product ClC(C(OC(C)C1=CC(=CC2=CN(N=C12)C1CC1)Cl)=N)(Cl)Cl ((±)-1-(5-Chloro-2-cyclopropyl-2H-indazol-7-yl)ethyl 2,2,2-trichloroacetimidate). Reaction SMILES: [Cl:1][C:2]1[CH:10]=[C:9]([CH:11]([OH:13])[CH3:12])[C:8]2[C:4](=[CH:5][N:6]([CH:14]3[CH2:16][CH2:15]3)[N:7]=2)[CH:3]=1.N12CCCN=C1CCCCC2.[Cl:28][C:29]([Cl:33])([Cl:32])[C:30]#[N:31].C(OCC)C>C(Cl)Cl>[Cl:28][C:29]([Cl:33])([Cl:32])[C:30](=[NH:31])[O:13][CH:11]([C:9]1[C:8]2[C:4](=[CH:5][N:6]([CH:14]3[CH2:16][CH2:15]3)[N:7]=2)[CH:3]=[C:2]([Cl:1])[CH:10]=1)[CH3:12]. Reported procedure: (±)-1-(5-Chloro-2-cyclopropyl-2H-indazol-7-yl)ethanol (240 mg, 1.01 mmol) was dissolved in methylene chloride (5 mL), cooled to 0° C. and treated with 1,8-diazabicyclo(5.4.0)undec-7-ene (31 μL, 0.2 mmol). The reaction was stirred for 10 min and treated with trichloroacetonitrile (1 mL, 10.1 mmol) dropwise over 10 min. The ice bath was removed and the reaction stirred at room temperature for 1 h and concentrated to give a dark brown solid. The crude product was treated with diethyl ether and stir... The reactants are C, CC1(C)C(=O)N(C2C3CC4CC(C3)CC2C4)N1C(=O)COCc1ccccc1, CCO, [Pd]. Product: CC1(C)C(=O)N(C2C3CC4CC(C3)CC2C4)N1C(=O)CO. RXN SMILES: [C:32].[CH2:1]([c:2]1[cH:3][cH:4][cH:5][cH:6][cH:7]1)[O:8][CH2:9][C:10](=[O:11])[N:12]1[N:13]([CH:19]2[CH:20]3[CH2:21][CH:22]4[CH2:23][CH:24]([CH2:25][CH:26]2[CH2:27]4)[CH2:28]3)[C:14](=[O:18])[C:15]1([CH3:16])[CH3:17].[CH3:29][CH2:30][OH:31].[Pd:33]>>[OH:8][CH2:9][C:10](=[O:11])[N:12]1[N:13]([CH:19]2[CH:20]3[CH2:21][CH:22]4[CH2:23][CH:24]([CH2:25][CH:26]2[CH2:27]4)[CH2:28]3)[C:14](=[O:18])[C:15]1([CH3:16])[CH3:17]. Reactants: COC(=O)c1c(-c2ccccn2)noc1-c1nc(-c2ccc(CN3CC(C(=O)OC(C)(C)C)C3)cc2)no1, O=C(O)C(F)(F)F. Product: COC(=O)c1c(-c2ccccn2)noc1-c1nc(-c2ccc(CN3CC(C(=O)O)C3)cc2)no1. As a reaction SMILES: [C:1]([CH3:2])([CH3:3])([CH3:4])[O:5][C:6](=[O:7])[CH:8]1[CH2:9][N:10]([CH2:12][c:13]2[cH:14][cH:15][c:16](-[c:19]3[n:20][o:21][c:22](-[c:24]4[c:25]([C:35](=[O:36])[O:37][CH3:38])[c:26](-[c:29]5[n:30][cH:31][cH:32][cH:33][cH:34]5)[n:27][o:28]4)[n:23]3)[cH:17][cH:18]2)[CH2:11]1.[OH:39][C:40]([C:41]([F:42])([F:43])[F:44])=[O:45]>>[O:5]=[C:6]([OH:7])[CH:8]1[CH2:9][N:10]([CH2:12][c:13]2[cH:14][cH:15][c:16](-[c:19]3[n:20][o:21][c:22](-[c:24]4[c:25]([C:35](=[O:36])[O:37][CH3:38])[c:26](-[c:29]5[n:30][cH:31][cH:32][cH:33][cH:34]5)[n:27][o:28]4)[n:23]3)[cH:17][cH:18]2)[CH2:11]1. The reactants are ClC1=NC=C(C=C1)C(=O)OC (2-chloro-5-methoxycarbonylpyridine), NC(=O)N.OO (urea hydrogen peroxide), FC(C(=O)OC(C(F)(F)F)=O)(F)F (trifluoroacetic anhydride). Run in C(C)#N (acetonitrile). Reaction conditions: time 5 hour. The product is ClC1=[N+](C=C(C(=O)OC)C=C1)[O-] (methyl 6-chloronicotinate N-oxide). The yield is 104.5%. Reaction SMILES: [Cl:1][C:2]1[CH:7]=[CH:6][C:5]([C:8]([O:10][CH3:11])=[O:9])=[CH:4][N:3]=1.NC(N)=[O:14].OO.FC(F)(F)C(OC(=O)C(F)(F)F)=O>C(#N)C>[Cl:1][C:2]1[CH:7]=[CH:6][C:5]([C:8]([O:10][CH3:11])=[O:9])=[CH:4][N+:3]=1[O-:14] |f:1.2|. Procedure: 2-chloro-5-methoxycarbonylpyridine (7.0 g) and urea-hydrogen peroxide adduct (6.93 g) were suspended in acetonitrile (100 mL), and trifluoroacetic anhydride (9.92 mL) was dropwise added thereto at 0° C. The reaction mixture was stirred at room temperature for 5 hours, and evaporated in vacuo to remove the solvent. After addition of saturated aqueous sodium hydrogen carbonate and aqueous sodium thiosulfate to the residue, the mixture was extracted 5 times with ethyl acetate. The organic layer was... Reactants: ClCC(=O)Cl (chloroacetyl chloride), NC1=C(C=CC=C1)C=1NC2=CC(=CC=C2C1C1CCCCC1)C(=O)OC (methyl 2-(2-aminophenyl)-3-cyclohexyl-1H-indole-6-carboxylate), C(C)(=O)[O-].[Na+] (sodium acetate), C(C)(=O)O (acetic acid), C(O)([O-])=O.[Na+] (sodium hydrogen carbonate). Run in O1CCCC1 (tetrahydrofuran). Conditions: time 2 hour. The product is ClCC(=O)NC1=C(C=CC=C1)C=1NC2=CC(=CC=C2C1C1CCCCC1)C(=O)OC (methyl 2-[2-(2-chloroacetylamino)phenyl]-3-cyclohexyl-1H-indole-6-carboxylate). The yield is 100.0%. As a reaction SMILES: [NH2:1][C:2]1[CH:7]=[CH:6][CH:5]=[CH:4][C:3]=1[C:8]1[NH:9][C:10]2[C:15]([C:16]=1[CH:17]1[CH2:22][CH2:21][CH2:20][CH2:19][CH2:18]1)=[CH:14][CH:13]=[C:12]([C:23]([O:25][CH3:26])=[O:24])[CH:11]=2.C([O-])(=O)C.[Na+].C(O)(=O)C.[Cl:36][CH2:37][C:38](Cl)=[O:39].C(=O)([O-])O.[Na+]>O1CCCC1>[Cl:36][CH2:37][C:38]([NH:1][C:2]1[CH:7]=[CH:6][CH:5]=[CH:4][C:3]=1[C:8]1[NH:9][C:10]2[C:15]([C:16]=1[CH:17]1[CH2:22][CH2:21][CH2:20][CH2:19][CH2:18]1)=[CH:14][CH:13]=[C:12]([C:23]([O:25][CH3:26])=[O:24])[CH:11]=2)=[O:39] |f:1.2,5.6|. Reported procedure: To a suspension of methyl 2-(2-aminophenyl)-3-cyclohexyl-1H-indole-6-carboxylate (6.48 g, 18.6 mmol), sodium acetate (1.68 g, 20.5 mmol) and acetic acid (1.17 ml, 20.5 mmol) in tetrahydrofuran (60 ml) was added dropwise chloroacetyl chloride (1.63 ml, 20.5 mmol), and the mixture was stirred at room temperature for 2 hr. Saturated aqueous sodium hydrogen carbonate solution was added to the reaction mixture and the mixture was extracted with ethyl acetate. The organic layer was m washed successive... Starting materials: COC(=O)NC(CO[C@H]([C@H]1CN(CCC1)C(=O)N[C@H](CN(C(OCC[Si](C)(C)C)=O)C)CC1CCCCC1)C1=CC(=CC=C1)Cl)C (2-(trimethylsilyl)ethyl (S)-2-((R)-3-((R)-(2-(methoxycarbonylamino)propoxy)(3-chlorophenyl)methyl)piperidine-1-carboxamido)-3-cyclohexylpropyl(methyl)carbamate), C(=O)(C(F)(F)F)O (TFA). Solvent: C(Cl)Cl (CH2Cl2). Reaction conditions: time 3 hour. The product is C(=O)(C(F)(F)F)O (TFA), ClC=1C=C(C=CC1)[C@H](OCC(C)NC(OC)=O)[C@H]1CN(CCC1)C(N[C@@H](CC1CCCCC1)CNC)=O (methyl 1-((R)-(3-chlorophenyl)((R)-1-((S)-1-cyclohexyl-3-(methylamino)propan-2-ylcarbamoyl)piperidin-3-yl)methoxy)propan-2-ylcarbamate). As a reaction SMILES: [CH3:1][O:2][C:3]([NH:5][CH:6]([CH3:46])[CH2:7][O:8][C@@H:9]([C:39]1[CH:44]=[CH:43][CH:42]=[C:41]([Cl:45])[CH:40]=1)[C@@H:10]1[CH2:15][CH2:14][CH2:13][N:12]([C:16]([NH:18][C@@H:19]([CH2:32][CH:33]2[CH2:38][CH2:37][CH2:36][CH2:35][CH2:34]2)[CH2:20][N:21](C)[C:22](=O)OCC[Si](C)(C)C)=[O:17])[CH2:11]1)=[O:4].[C:47]([OH:53])([C:49]([F:52])([F:51])[F:50])=[O:48]>C(Cl)Cl>[C:47]([OH:53])([C:49]([F:52])([F:51])[F:50])=[O:48].[Cl:45][C:41]1[CH:40]=[C:39]([C@@H:9]([C@@H:10]2[CH2:15][CH2:14][CH2:13][N:12]([C:16](=[O:17])[NH:18][C@H:19]([CH2:20][NH:21][CH3:22])[CH2:32][CH:33]3[CH2:34][CH2:35][CH2:36][CH2:37][CH2:38]3)[CH2:11]2)[O:8][CH2:7][CH:6]([NH:5][C:3](=[O:4])[O:2][CH3:1])[CH3:46])[CH:44]=[CH:43][CH:42]=1. Reported procedure: A mixture of 2-(trimethylsilyl)ethyl (S)-2-((R)-3-((R)-(2-(methoxycarbonylamino)propoxy)(3-chlorophenyl)methyl)piperidine-1-carboxamido)-3-cyclohexylpropyl(methyl)carbamate and TFA (2 mL) in CH2Cl2 (5 mL) was stirred at rt for 3 h. After the reaction mixture was evaporated under reduced pressure, the crude product was purified by reversed-phase HPLC to give TFA salt of methyl 1-((R)-(3-chlorophenyl)((R)-1-((S)-1-cyclohexyl-3-(methylamino)propan-2-ylcarbamoyl)piperidin-3-yl)methoxy)propan-2-ylcar...